Dataset: the Open Reaction Database (ORD), a public repository of structured organic reaction records. Task: describe an organic reaction: reactants, conditions, products, and yield As a reaction SMILES: [ClH:16].[F:17][c:18]1[cH:19][c:20](-[c:24]2[n:25][c:26]([C:35]([F:36])([F:37])[F:38])[cH:27][cH:28][c:29]2[CH:30]=[CH:31][C:32](=[O:33])[OH:34])[cH:21][cH:22][cH:23]1.[NH2:1][CH2:2][c:3]1[cH:4][c:5]([F:15])[c:6]([NH:10][S:11](=[O:12])(=[O:13])[CH3:14])[c:7]([CH3:9])[cH:8]1>>[NH:1]([CH2:2][c:3]1[cH:4][c:5]([F:15])[c:6]([NH:10][S:11](=[O:12])(=[O:13])[CH3:14])[c:7]([CH3:9])[cH:8]1)[C:32]([CH:31]=[CH:30][c:29]1[c:24](-[c:20]2[cH:19][c:18]([F:17])[cH:23][cH:22][cH:21]2)[n:25][c:26]([C:35]([F:36])([F:37])[F:38])[cH:27][cH:28]1)=[O:33]. Reactants: Cl, O=C(O)C=Cc1ccc(C(F)(F)F)nc1-c1cccc(F)c1, Cc1cc(CN)cc(F)c1NS(C)(=O)=O. Yields the product Cc1cc(CNC(=O)C=Cc2ccc(C(F)(F)F)nc2-c2cccc(F)c2)cc(F)c1NS(C)(=O)=O. Starting materials: Cl.NC1=NC(=C(C(=N1)N)C1=C(C(=CC=C1)Cl)Cl)C(F)(F)F (2,4-Diamino-5-(2,3-dichlorophenyl)-6-trifluoromethylpyrimidine hydrochloride), C1=CC(=CC(=C1)Cl)C(=O)OO (MCPBA). Run in C(Cl)(Cl)Cl (CHCl3). Product: NC1=[N+](C(=C(C(=N1)N)C1=C(C(=CC=C1)Cl)Cl)C(F)(F)F)[O-] (2,4-Diamino-5-(2.3-dichlorophenyl)-6-trifluoromethylpyrimidine N-oxide). Reaction SMILES: Cl.[NH2:2][C:3]1[N:8]=[C:7]([NH2:9])[C:6]([C:10]2[CH:15]=[CH:14][CH:13]=[C:12]([Cl:16])[C:11]=2[Cl:17])=[C:5]([C:18]([F:21])([F:20])[F:19])[N:4]=1.C1C=C(Cl)C=C(C(OO)=[O:30])C=1>C(Cl)(Cl)Cl>[NH2:2][C:3]1[N:8]=[C:7]([NH2:9])[C:6]([C:10]2[CH:15]=[CH:14][CH:13]=[C:12]([Cl:16])[C:11]=2[Cl:17])=[C:5]([C:18]([F:21])([F:20])[F:19])[N+:4]=1[O-:30] |f:0.1|. Procedure details: This compound was made from the compound of Example 14 by reaction with MCPBA in CHCl3 at room temperature. Mp. 275°-278° C.